From a dataset of the Open Reaction Database (ORD), a public repository of structured organic reaction records. describe an organic reaction: reactants, conditions, products, and yield The solvent is CO (methanol). Reaction SMILES: [CH2:1]([C:5]1[N:9]([CH2:10][C:11]2[CH:16]=[CH:15][C:14]([C:17]3[C:18]4[CH:30]=[CH:29][CH:28]=[CH:27][C:19]=4[O:20][C:21]=3[C:22]3[NH:26][N:25]=[N:24][N:23]=3)=[CH:13][CH:12]=2)[C:8]2[C:31]([C:35]([O:37]C)=[O:36])=[CH:32][CH:33]=[CH:34][C:7]=2[N:6]=1)[CH2:2][CH2:3][CH3:4]>CO>[CH2:1]([C:5]1[N:9]([CH2:10][C:11]2[CH:12]=[CH:13][C:14]([C:17]3[C:18]4[CH:30]=[CH:29][CH:28]=[CH:27][C:19]=4[O:20][C:21]=3[C:22]3[NH:26][N:25]=[N:24][N:23]=3)=[CH:15][CH:16]=2)[C:8]2[C:31]([C:35]([OH:37])=[O:36])=[CH:32][CH:33]=[CH:34][C:7]=2[N:6]=1)[CH2:2][CH2:3][CH3:4]. Reported procedure: A solution of methyl 2-butyl-1-[[4-[2-(1H-tetrazol-5-yl)benzo[b]furan-3-yl]phenyl]methyl]benzimidazole-7-carboxylate (1.1 g) 1N aqueous NaOH (12 ml) in methanol (50 ml) was stirred at room temperature for 24 hours. After evaporation of methanol, the residue was neutralized with 1N aqueous hydrochloric acid to precipitate crystals. Recrystallization from DMF-methanol afforded colorless crystals (0.82 g, 77%), m.p. 194°-195° C. The product is C(CCC)C1=NC2=C(N1CC1=CC=C(C=C1)C=1C3=C(OC1C1=NN=NN1)C=CC=C3)C(=CC=C2)C(=O)O (2-Butyl-1-[[4-[2-(1H-tetrazol-5-yl)benzo[b]furan-3-yl]phenyl]methyl]benzimidazole-7-carboxylic acid). The reactants are C(CCC)C1=NC2=C(N1CC1=CC=C(C=C1)C=1C3=C(OC1C1=NN=NN1)C=CC=C3)C(=CC=C2)C(=O)OC (methyl 2-butyl-1-[[4-[2-(1H-tetrazol-5-yl)benzo[b]furan-3-yl]phenyl]methyl]benzimidazole-7-carboxylate). Starting materials: CC1=CC(NC2=CC=CC=C12)=O (4-Methylquinol-2-one), [H-].[Na+] (sodium hydride). Reaction conditions: time 1 hour. The product is C(C1=CC=CC=C1)N1C(C=C(C2=CC=CC=C12)C)=O (1-benzyl-4-methylquinol-2-one). RXN SMILES: [CH3:1][C:2]1[C:11]2[C:6](=[CH:7][CH:8]=[CH:9][CH:10]=2)[NH:5][C:4](=[O:12])[CH:3]=1.[H-].[Na+]>>[CH2:2]([N:5]1[C:6]2[C:11](=[CH:10][CH:9]=[CH:8][CH:7]=2)[C:2]([CH3:1])=[CH:3][C:4]1=[O:12])[C:11]1[CH:6]=[CH:7][CH:8]=[CH:9][CH:10]=1 |f:1.2|. Procedure details: 4-Methylquinol-2-one (24.0g.) was added in portions to a stirred suspension of sodium hydride [6.5g.; weighed as a 60% w/w dispersion in oil, but subsequently washed by decantation with petroleum ether (b.p. 40°-60° C.)] in dimethylformamide (150ml.), at 20°-25° C. After the addition was complete the mixture was stirred at 20°-25° C. for a further 1 hour. Benzyl chloride (23.0g.) was then added and the subsequent mixture was heated at 95°-100° C. for 20 hours. The mixture, which contained some s... The reactants are CCN=C=NCCCN(C)C, COc1ccc(C(=O)O)c(OC)c1, CC(C)Nc1ccccc1, ClCCl, Cl, Oc1cccc2[nH]nnc12. Product: COc1ccc(C(=O)N(c2ccccc2)C(C)C)c(OC)c1. As a reaction SMILES: [CH2:35]([N:36]=[C:37]=[N:38][CH2:39][CH2:40][CH2:41][N:42]([CH3:43])[CH3:44])[CH3:45].[CH3:1][O:2][c:3]1[c:4]([C:5](=[O:6])[OH:7])[cH:8][cH:9][c:10]([O:12][CH3:13])[cH:11]1.[CH:14]([CH3:15])([CH3:16])[NH:17][c:18]1[cH:19][cH:20][cH:21][cH:22][cH:23]1.[Cl:46][CH2:47][Cl:48].[ClH:34].[OH:24][c:25]1[c:26]2[n:27][n:28][nH:29][c:30]2[cH:31][cH:32][cH:33]1>>[CH3:1][O:2][c:3]1[c:4]([C:5](=[O:7])[N:17]([CH:14]([CH3:15])[CH3:16])[c:18]2[cH:19][cH:20][cH:21][cH:22][cH:23]2)[cH:8][cH:9][c:10]([O:12][CH3:13])[cH:11]1.